Dataset: the Open Reaction Database (ORD), a public repository of structured organic reaction records. Task: describe an organic reaction: reactants, conditions, products, and yield The reactants are OCCCO, CC(C)(C)[O-], [K+], CC(C)CCCC(C)C1CCC2C3=CC=C4CC(O)C5OC5C4(C)C3CCC21C, O. Yields the product CC(C)CCCC(C)C1CCC2C3=CC=C4CC(O)C(OCCCO)C(O)C4(C)C3CCC21C. RXN SMILES: [CH2:30]([CH2:31][CH2:32][OH:33])[OH:34].[CH3:35][C:36]([CH3:37])([O-:38])[CH3:39].[K+:40].[O:1]1[CH:2]2[CH:3]1[CH:4]([OH:29])[CH2:5][C:6]1=[CH:7][CH:8]=[C:9]3[CH:10]4[CH2:11][CH2:12][CH:13]([CH:14]([CH2:15][CH2:16][CH2:17][CH:18]([CH3:19])[CH3:20])[CH3:21])[C:22]4([CH3:28])[CH2:23][CH2:24][CH:25]3[C:26]21[CH3:27].[OH2:41]>>[OH:1][CH:2]1[CH:3]([O:34][CH2:30][CH2:31][CH2:32][OH:33])[CH:4]([OH:29])[CH2:5][C:6]2=[CH:7][CH:8]=[C:9]3[CH:10]4[CH2:11][CH2:12][CH:13]([CH:14]([CH2:15][CH2:16][CH2:17][CH:18]([CH3:19])[CH3:20])[CH3:21])[C:22]4([CH3:28])[CH2:23][CH2:24][CH:25]3[C:26]12[CH3:27]. Starting materials: CCOC(C)=O, CO, COc1ccc(CC2c3cc(OC)c(OC)cc3CCC2N2C=CC=NC2)cc1OC, [Na+], C1COCCO1, [OH-]. Yields the product COc1ccc(CC2c3cc(OC)c(OC)cc3CCC2N2C=CC=NC2)cc1OC, CC(=O)O. RXN SMILES: [CH2:1]([CH3:2])[O:3][C:4]([CH3:5])=[O:6].[CH3:46][OH:47].[CH3:7][O:8][c:9]1[cH:10][c:11]([CH2:12][CH:13]2[CH:14]([N:27]3[CH2:28][N:29]=[CH:30][CH:31]=[CH:32]3)[CH2:15][CH2:16][c:17]3[cH:18][c:19]([O:25][CH3:26])[c:20]([O:23][CH3:24])[cH:21][c:22]32)[cH:33][cH:34][c:35]1[O:36][CH3:37].[Na+:39].[O:40]1[CH2:41][CH2:42][O:43][CH2:44][CH2:45]1.[OH-:38]>>[CH3:7][O:8][c:9]1[cH:10][c:11]([CH2:12][CH:13]2[CH:14]([N:27]3[CH2:28][N:29]=[CH:30][CH:31]=[CH:32]3)[CH2:15][CH2:16][c:17]3[cH:18][c:19]([O:25][CH3:26])[c:20]([O:23][CH3:24])[cH:21][c:22]32)[cH:33][cH:34][c:35]1[O:36][CH3:37].[O:3]=[C:4]([CH3:5])[OH:6]. Reactants: O=C1C=C(OC2=C1C=CC(=C2)OCCCOC2=C(C=CC=C2)CCC)C#N (4-Oxo-7-(3-[2-propylphenoxy]propoxy)-4H-1-benzopyran-2-carbonitrile), S(O)(O)(=O)=O (sulphuric acid), O1CCOCC1 (dioxane). Product: O=C1C=C(OC2=C1C=CC(=C2)OCCCOC2=C(C=CC=C2)CCC)C(=O)O (4-oxo-7-(3-[2-propylphenoxy]propoxy)-4H-1-benzopyran-2-carboxylic acid). As a reaction SMILES: O=C1[C:7]2[CH:8]=[CH:9][C:10]([O:12][CH2:13][CH2:14][CH2:15][O:16][C:17]3[CH:22]=[CH:21][CH:20]=[CH:19][C:18]=3[CH2:23][CH2:24][CH3:25])=[CH:11][C:6]=2[O:5]C(C#N)=C1.S(=O)(=O)(O)[OH:29].[O:33]1[CH2:38][CH2:37][O:36][CH2:35][CH2:34]1>>[O:5]=[C:6]1[C:7]2[CH:8]=[CH:9][C:10]([O:12][CH2:13][CH2:14][CH2:15][O:16][C:17]3[CH:22]=[CH:21][CH:20]=[CH:19][C:18]=3[CH2:23][CH2:24][CH3:25])=[CH:34][C:35]=2[O:36][C:37]([C:38]([OH:33])=[O:29])=[CH:11]1. Reported procedure: A suspension of 1.0 parts of 4-Oxo-7-(3-[2-propylphenoxy]propoxy)-4H-1-benzopyran-2-carbonitrile in 50 parts of dioxane and 50 parts of 38% v /v sulphuric acid was heated on a steam can for eighteen hours. The solid obtained on cooling was collected, washed with water and crystallised from acetone to give 0.09 parts of 4-oxo-7-(3-[2-propylphenoxy]propoxy)-4H-1-benzopyran-2-carboxylic acid, m.pt. 161°-163°. Reactants: CCc1cc(-c2ccc(S(=O)(=O)Cl)s2)c(C)[nH]c1=O, NCCN1CCCC1C(=O)O. Yields the product CCc1cc(-c2ccc(S(=O)(=O)NCCN3CCCC3C(=O)O)s2)c(C)[nH]c1=O. RXN SMILES: [CH2:1]([CH3:2])[c:3]1[cH:4][c:5](-[c:11]2[cH:12][cH:13][c:14]([S:16](=[O:17])(=[O:18])[Cl:19])[s:15]2)[c:6]([CH3:10])[nH:7][c:8]1=[O:9].[NH2:20][CH2:21][CH2:22][N:23]1[CH:24]([C:28](=[O:29])[OH:30])[CH2:25][CH2:26][CH2:27]1>>[CH2:1]([CH3:2])[c:3]1[cH:4][c:5](-[c:11]2[cH:12][cH:13][c:14]([S:16](=[O:17])(=[O:18])[NH:20][CH2:21][CH2:22][N:23]3[CH:24]([C:28](=[O:29])[OH:30])[CH2:25][CH2:26][CH2:27]3)[s:15]2)[c:6]([CH3:10])[nH:7][c:8]1=[O:9]. The reactants are stainless steel, (4)1,1′-bis(diphenylphosphino)ferrocene, ClC1=NC=C(C=C1Cl)C(F)(F)F (2,3-dichloro-5-trifluoromethylpyridine), C(C)O (ethanol), teflon, C(C)(=O)[O-].[Na+] (sodium acetate), [C]=O (carbon monoxide). The reagents and catalysts are C(C)(=O)[O-].[Pd+2].C(C)(=O)[O-] (palladium acetate). Reaction conditions: temperature 80 celsius, time 5 hour. Yields the product FC(C=1C=C(C(=NC1)C(=O)OCC)Cl)(F)F (ethyl 5-trifluoromethyl-3-chloropyridine-2-carboxylate). RXN SMILES: [C:1]([O-:4])(=[O:3])[CH3:2].[Na+].ClC1[C:12]([Cl:13])=[CH:11][C:10]([C:14]([F:17])([F:16])[F:15])=[CH:9][N:8]=1.[C]=O.[CH2:20](O)[CH3:21]>C([O-])(=O)C.[Pd+2].C([O-])(=O)C>[F:17][C:14]([F:15])([F:16])[C:10]1[CH:11]=[C:12]([Cl:13])[C:2]([C:1]([O:4][CH2:20][CH3:21])=[O:3])=[N:8][CH:9]=1 |f:0.1,5.6.7,^3:17|. Reported procedure: The reaction was carried out in a 100 ml stainless steel autoclave equipped with a magnetic stirring bar. The reagents were charged in a teflon liner in the following order: (1) ethanol (20 ml), (2) sodium acetate (1.70 g, 20 mmol), (3) 2,3-dichloro-5-trifluoromethylpyridine (2.16 g [97 percent], 10 mmol), (4)1,1′-bis(diphenylphosphino)ferrocene (166 mg, 0.30 mmol [3 mol percent]), and (5) palladium acetate (12 mg, 0.05 mmol [0.5 mol percent]). The air in the autoclave was replaced with carbon m... Reactants: COC(=O)C(OC(C)(C)C)c1c(C)nc2c(ccn2Cc2ccc(F)c(F)c2)c1-c1ccc2c(c1)CCO2, C1CCOC1, CO, [Li+], [OH-], O. Yields the product Cc1nc2c(ccn2Cc2ccc(F)c(F)c2)c(-c2ccc3c(c2)CCO3)c1C(OC(C)(C)C)C(=O)O. As a reaction SMILES: [C:1]([CH3:2])([CH3:3])([CH3:4])[O:5][CH:6]([C:7](=[O:8])[O:9][CH3:10])[c:11]1[c:12](-[c:30]2[cH:31][cH:32][c:33]3[c:34]([cH:38]2)[CH2:35][CH2:36][O:37]3)[c:13]2[c:14]([n:15][c:16]1[CH3:17])[n:18]([CH2:21][c:22]1[cH:23][c:24]([F:29])[c:25]([F:28])[cH:26][cH:27]1)[cH:19][cH:20]2.[CH2:43]1[O:44][CH2:45][CH2:46][CH2:47]1.[CH3:41][OH:42].[Li+:40].[OH-:39].[OH2:48]>>[C:1]([CH3:2])([CH3:3])([CH3:4])[O:5][CH:6]([C:7](=[O:8])[OH:9])[c:11]1[c:12](-[c:30]2[cH:31][cH:32][c:33]3[c:34]([cH:38]2)[CH2:35][CH2:36][O:37]3)[c:13]2[c:14]([n:15][c:16]1[CH3:17])[n:18]([CH2:21][c:22]1[cH:23][c:24]([F:29])[c:25]([F:28])[cH:26][cH:27]1)[cH:19][cH:20]2. Starting materials: OC1C(C2=CC(=CC=C2C(C1)(C)C)C(OC)OC)(C)C (1,2,3,4-tetrahydro-2-hydroxy-7-dimethoxymethyl-1,1,4,4-tetramethylnaphthalene). The reagents and catalysts are S(O)(O)(=O)=O (sulfuric acid). The solvent is O (water). The product is C(=O)C1=CC=C2C(CC(C(C2=C1)(C)C)O)(C)C (7-formyl-1,2,3,4-tetrahydro-2-hydroxy-1,1,4,4-tetramethylnaphthalene). Yield: 88.9%. As a reaction SMILES: [OH:1][CH:2]1[CH2:11][C:10]([CH3:13])([CH3:12])[C:9]2[C:4](=[CH:5][C:6]([CH:14](OC)[O:15]C)=[CH:7][CH:8]=2)[C:3]1([CH3:20])[CH3:19]>S(=O)(=O)(O)O.O>[CH:14]([C:6]1[CH:5]=[C:4]2[C:9]([C:10]([CH3:13])([CH3:12])[CH2:11][CH:2]([OH:1])[C:3]2([CH3:19])[CH3:20])=[CH:8][CH:7]=1)=[O:15]. Procedure: 360 g of water and 0.5 g of concentrated sulfuric acid are initially taken, and 120 g of 1,2,3,4-tetrahydro-2-hydroxy-7-dimethoxymethyl-1,1,4,4-tetramethylnaphthalene are added. The mixture is then heated to the reflux temperature and the methanol is distilled off. The organic phase is taken up with methyl tert-butyl ether. The methyl tert-butyl ether phase is separated off, the methyl tert-butyl ether is distilled off and the residue is crystallized using petroleum ether/toluene. 89 g of 7-form... As a reaction SMILES: CO[C:3](=[O:14])[CH:4]=[C:5]1[CH2:11][CH:10]2[N:12]([CH3:13])[CH:7]([CH2:8][CH2:9]2)[CH2:6]1.[C:15]1([Mg]Cl)[CH:20]=[CH:19][CH:18]=[CH:17][CH:16]=1>>[CH3:13][N:12]1[CH:7]2[CH2:8][CH2:9][CH:10]1[CH2:11][C:5](=[CH:4][C:3]([C:15]1[CH:20]=[CH:19][CH:18]=[CH:17][CH:16]=1)([C:15]1[CH:20]=[CH:19][CH:18]=[CH:17][CH:16]=1)[OH:14])[CH2:6]2. Reactants: COC(C=C1CC2CCC(C1)N2C)=O ((8-methyl-8-aza-bicyclo[3.2.1]oct-3-ylidene)-acetic acid methyl ester), C1(=CC=CC=C1)[Mg]Cl (phenylmagnesium chloride). Procedure details: The title compound was prepared from (8-methyl-8-aza-bicyclo[3.2.1]oct-3-ylidene)-acetic acid methyl ester and phenylmagnesium chloride by following the experimental procedures in Example 1 (44% yield): LCMS (ES) m/z 320 (M+H)+; 1H-NMR(CDCl3) δ 1.20 (m, 1H), 1.54 (m, 1H), 1.70 (m, 1H), 1.77 (m, 1H), 1.93 (m, 1H), 2.04 (m, 1H), 2.26 (s, 3H), 2.35 (m, 1H), 2.71 (m, 1H), 2.97 (m, 1H), 3.19 (m, 1H), 6.14 (s, 1H), 7.21 (m, 2H), 7.30 (m, 4H), 7.45 (m, 2H), 7.53 (m, 2H). Isolated yield 44.0%. The product is CN1C2CC(CC1CC2)=CC(O)(C2=CC=CC=C2)C2=CC=CC=C2 (2-(8-Methyl-8-aza-bicyclo[3.2.1]oct-3-ylidene)-1,1-diphenyl-ethanol), Example 1. Isolated yield 10.7%. The reactants are NC(=O)C1=C(C=CC=C1)NC(NC(C1=CC=C(C=C1)OC)=O)=S (N-[[[2-(aminocarbonyl)phenyl]amino]thioxomethyl]-4-methoxybenzamide), N (ammonia), OO (hydrogen peroxide). Yields the product O=C1N=C(NC2=CC=CC=C12)NC(C1=CC=C(C=C1)OC)=O (N-(1,4-Dihydro-4-oxo-2-quinazolinyl)-4-methoxybenzamide). Procedure details: To a stirred mixture of 9.9 g of the above benzamide, 100 ml of methanolic ammonia and 100 ml of methanol was added 22 ml of 30% hydrogen peroxide. The reaction was cooled because of an exotherm and then stirred overnight at room temperature. The solid was collected, partially dissolved in 800 ml of acetonitrile and filtered. The filtrate was chilled, giving 0.95 g of the desired product as white crystals, mp 235°-236° C. (dec.). Solvent: CO (methanol). Conditions: time 8 hour. Reaction SMILES: [NH2:1][C:2]([C:4]1[CH:9]=[CH:8][CH:7]=[CH:6][C:5]=1[NH:10][C:11](=S)[NH:12][C:13](=[O:22])[C:14]1[CH:19]=[CH:18][C:17]([O:20][CH3:21])=[CH:16][CH:15]=1)=[O:3].N.OO>CO>[O:3]=[C:2]1[C:4]2[C:5](=[CH:6][CH:7]=[CH:8][CH:9]=2)[NH:10][C:11]([NH:12][C:13](=[O:22])[C:14]2[CH:19]=[CH:18][C:17]([O:20][CH3:21])=[CH:16][CH:15]=2)=[N:1]1.